The task is: describe an organic reaction: reactants, conditions, products, and yield. This data is from the Open Reaction Database (ORD), a public repository of structured organic reaction records. Reactants: Cl.C1=C(C=CC2=CC=CC=C12)CC1CCNCC1 (4-((2-naphthyl)methyl)piperidine hydrochloride), OC1=CC=C(OCCBr)C=C1 (2-(4-hydroxyphenoxy)ethyl bromide), C(=O)(O)[O-].[Na+] (NaHCO3). Yields the product Cl.OC1=CC=C(OCCN2CCC(CC2)CC2=CC3=CC=CC=C3C=C2)C=C1 (1-(2-(4-Hydroxyphenoxy)ethyl)-4-((2-naphthyl)methyl)piperidine hydrochloride). RXN SMILES: [ClH:1].[CH:2]1[C:11]2[C:6](=[CH:7][CH:8]=[CH:9][CH:10]=2)[CH:5]=[CH:4][C:3]=1[CH2:12][CH:13]1[CH2:18][CH2:17][NH:16][CH2:15][CH2:14]1.[OH:19][C:20]1[CH:29]=[CH:28][C:23]([O:24][CH2:25][CH2:26]Br)=[CH:22][CH:21]=1.C([O-])(O)=O.[Na+]>>[ClH:1].[OH:19][C:20]1[CH:29]=[CH:28][C:23]([O:24][CH2:25][CH2:26][N:16]2[CH2:17][CH2:18][CH:13]([CH2:12][C:3]3[CH:4]=[CH:5][C:6]4[C:11](=[CH:10][CH:9]=[CH:8][CH:7]=4)[CH:2]=3)[CH2:14][CH2:15]2)=[CH:22][CH:21]=1 |f:0.1,3.4,5.6|. Procedure details: The title compound was prepared from 4-((2-naphthyl)methyl)piperidine hydrochloride (150 mg, 573 μmol), 2-(4-hydroxyphenoxy)ethyl bromide (130 mg, 602 μmol) and NaHCO3 (97 mg, 1.17 mmol) as a pale yellow solid (182 mg): mp 221-222° C.; 1H NMR (CD3OD) 1.53-1.72 (m, 2H), 1.87-2.12 (m, 3H), 2.81 (d, J=6.9 Hz, 2H), 2.92-3.18 (m, 2H), 3.43-3.70 (m, 4H), 4.25 (t, J=4.8 Hz, 2H), 6.73 (d, J=9.3 Hz, 2H), 6.85 (d, J=9.3 Hz, 2H), 7.32-7.49 (m, 3H), 7.66 (s, 1H), 7.76-7.85 (m, 3H); Anal. Calcd for C24H28ClN... The reactants are C1OC=2C=C(C=CC2O1)CCCO (3-(3,4-methylenedioxyphenyl)propyl alcohol), C=1C=C[NH+]=CC1.[O-][Cr](=O)(=O)Cl (PCC). The solvent is C(Cl)Cl (CH2Cl2). Product: C1OC=2C=C(C=CC2O1)CCC=O (3-(3,4-methylenedioxyphenyl)propionaldehyde). Isolated yield 80.2%. RXN SMILES: [CH2:1]1[O:9][C:8]2[CH:7]=[CH:6][C:5]([CH2:10][CH2:11][CH2:12][OH:13])=[CH:4][C:3]=2[O:2]1.C1C=C[NH+]=CC=1.[O-][Cr](Cl)(=O)=O>C(Cl)Cl>[CH2:1]1[O:9][C:8]2[CH:7]=[CH:6][C:5]([CH2:10][CH2:11][CH:12]=[O:13])=[CH:4][C:3]=2[O:2]1 |f:1.2|. Procedure: To a mixture of 3-(3,4-methylenedioxyphenyl)propyl alcohol (0.26 g, 1.4 mmoles) and elite in CH2Cl2 (7 ml) was added PCC (0.46 g, 2.2 mmoles). The brown reaction mixture was filtered through a plug of celite 1.5 hours later and then concentrated. The brown residue was subjected to flash chromatography (20% EtOAc/hexanes) to provide 0.20 g (77%) of the title compound as a light yellow oil. The reactants are C(C)(=O)O[C@H](C(=O)N1CCC(CC1)CCN1C(=NC=2C(=NC=CC21)N)SC2=CC1=C(OCO1)C=C2N(C)C)C ((2S)-1-[4-(2-{4-amino-2-[(6-(dimethylamino)-1,3-benzodioxol-5-yl)sulfanyl]-1H-imidazo[4,5-c]pyridin-1-yl}ethyl)piperidin-1-yl]-1-oxopropan-2-yl acetate), C(=O)([O-])[O-].[K+].[K+] (K2CO3). The solvent is CO (MeOH). Reaction conditions: time 6 hour. Yields the product NC1=NC=CC2=C1N=C(N2CCC2CCN(CC2)C([C@H](C)O)=O)SC2=CC1=C(OCO1)C=C2N(C)C ((2S)-1-[4-(2-{4-Amino-2-[(6-(dimethylamino)-1,3-benzodioxol-5-yl)sulfanyl]-1H-imidazo[4,5-c]pyridin-1-yl}ethyl)piperidin-1-yl]-2-hydroxypropan-1-one). Reaction SMILES: C([O:4][C@@H:5]([CH3:39])[C:6]([N:8]1[CH2:13][CH2:12][CH:11]([CH2:14][CH2:15][N:16]2[C:24]3[CH:23]=[CH:22][N:21]=[C:20]([NH2:25])[C:19]=3[N:18]=[C:17]2[S:26][C:27]2[C:35]([N:36]([CH3:38])[CH3:37])=[CH:34][C:30]3[O:31][CH2:32][O:33][C:29]=3[CH:28]=2)[CH2:10][CH2:9]1)=[O:7])(=O)C.C([O-])([O-])=O.[K+].[K+]>CO>[NH2:25][C:20]1[C:19]2[N:18]=[C:17]([S:26][C:27]3[C:35]([N:36]([CH3:38])[CH3:37])=[CH:34][C:30]4[O:31][CH2:32][O:33][C:29]=4[CH:28]=3)[N:16]([CH2:15][CH2:14][CH:11]3[CH2:12][CH2:13][N:8]([C:6](=[O:7])[C@@H:5]([OH:4])[CH3:39])[CH2:9][CH2:10]3)[C:24]=2[CH:23]=[CH:22][N:21]=1 |f:1.2.3|. Procedure: To a solution of (2S)-1-[4-(2-{4-amino-2-[(6-(dimethylamino)-1,3-benzodioxol-5-yl)sulfanyl]-1H-imidazo[4,5-c]pyridin-1-yl}ethyl)piperidin-1-yl]-1-oxopropan-2-yl acetate (171 mg, 0.32 mmol) in MeOH (3.0 mL) was added K2CO3 (89 mg, 0.64 mmol) and resulting mixture was stirred for 6 h room temperature. After completion of the reaction, the solvent was evaporated under reduced pressure and residue was purified by flash column chromatography. The product was eluted with 10% MeOH in dichloromethane. 1... The reactants are Cl (hydrochloric acid), COC(COC1=CC=C(C=C1)OCCCCCCCCCCCCCCCC)=O ([4-(Hexadecyloxy)phenoxy]acetic acid methyl ester), [OH-].[K+] (potassium hydroxide), O (water). Solvent: C(C)O (ethyl alcohol). Conditions: time 18 hour. Yields the product C(CCCCCCCCCCCCCCC)OC1=CC=C(OCC(=O)O)C=C1 ([4-(Hexadecyloxy)phenoxy]acetic acid). Isolated yield 57.9%. RXN SMILES: C[O:2][C:3](=[O:29])[CH2:4][O:5][C:6]1[CH:11]=[CH:10][C:9]([O:12][CH2:13][CH2:14][CH2:15][CH2:16][CH2:17][CH2:18][CH2:19][CH2:20][CH2:21][CH2:22][CH2:23][CH2:24][CH2:25][CH2:26][CH2:27][CH3:28])=[CH:8][CH:7]=1.[OH-].[K+].O.Cl>C(O)C>[CH2:13]([O:12][C:9]1[CH:8]=[CH:7][C:6]([O:5][CH2:4][C:3]([OH:29])=[O:2])=[CH:11][CH:10]=1)[CH2:14][CH2:15][CH2:16][CH2:17][CH2:18][CH2:19][CH2:20][CH2:21][CH2:22][CH2:23][CH2:24][CH2:25][CH2:26][CH2:27][CH3:28] |f:1.2|. Reported procedure: A solution of 24.5 g of product from Example 85, 10.14 g of potassium hydroxide, 10 ml of water and 250 ml of ethyl alcohol is heated at reflux for 3 hours; followed by standing at 50° C. for 18 hours. The reaction is poured into dilute hydrochloric acid, extracted with chloroform, dried and concentrated. The residue is recrystallized from hexane/carbon tetrachloride to give 13.7 g of the desired product as a white solid. Reactants: C(C)(C)(C)OC(=O)N([C@H](C)C1=CC=CC2=CC=CC=C12)CC1CN(CCC1C1=CC=CC=C1)C(CCC(C(=O)O)(C)C)=O (5-[3-({(tert-butoxycarbonyl)[(1R)-1-(1-naphthyl)ethyl]amino}methyl)-4-phenylpiperidin-1-yl]-2,2-dimethyl-5-oxopentanoic acid), Cl.O1CCOCC1 (hydrogen chloride 1,4-dioxane). Conditions: time 1 hour. Product: Cl.CC(C(=O)O)(CCC(=O)N1CC(C(CC1)C1=CC=CC=C1)CN[C@H](C)C1=CC=CC2=CC=CC=C12)C (2,2-dimethyl-5-[3-({[(1R)-1-(1-naphthyl)ethyl]amino}methyl)-4-phenylpiperidin-1-yl]-5-oxopentanoic acid hydrochloride). RXN SMILES: C(OC([N:8]([CH2:21][CH:22]1[CH:27]([C:28]2[CH:33]=[CH:32][CH:31]=[CH:30][CH:29]=2)[CH2:26][CH2:25][N:24]([C:34](=[O:43])[CH2:35][CH2:36][C:37]([CH3:42])([CH3:41])[C:38]([OH:40])=[O:39])[CH2:23]1)[C@@H:9]([C:11]1[C:20]2[C:15](=[CH:16][CH:17]=[CH:18][CH:19]=2)[CH:14]=[CH:13][CH:12]=1)[CH3:10])=O)(C)(C)C.[ClH:44].O1CCOCC1>>[ClH:44].[CH3:42][C:37]([CH3:41])([CH2:36][CH2:35][C:34]([N:24]1[CH2:25][CH2:26][CH:27]([C:28]2[CH:29]=[CH:30][CH:31]=[CH:32][CH:33]=2)[CH:22]([CH2:21][NH:8][C@@H:9]([C:11]2[C:20]3[C:15](=[CH:16][CH:17]=[CH:18][CH:19]=3)[CH:14]=[CH:13][CH:12]=2)[CH3:10])[CH2:23]1)=[O:43])[C:38]([OH:40])=[O:39] |f:1.2,3.4|. Reported procedure: To 225 mg of the crude 5-[3-({(tert-butoxycarbonyl)[(1R)-1-(1-naphthyl)ethyl]amino}methyl)-4-phenylpiperidin-1-yl]-2,2-dimethyl-5-oxopentanoic acid was added 2.0 mL of a 4 M hydrogen chloride/1,4-dioxane solution 2.0 mL, followed by stirring at room temperature for 1 hour. The reaction mixture was concentrated under reduced pressure, and the residue was then dissolved in THF. Diisopropylether was added dropwise thereto, and the precipitate was isolated by filtration. This was dried under reduced... Reactants: C(C)(C)(C)OC(=O)N1C2CCC([C@H]1C=1NC=C(N1)C1=CC=C(C=C1)C1=CC=C(C=C1)C=1N=C(NC1)[C@H]1N(C3CCCCC3C1)C(=O)OC(C)(C)C)C2 ((2S)-tert-butyl 2-(4-(4′-(2-((3S)-2-(tert-butoxycarbonyl)-2-azabicyclo[2.2.1]heptan-3-yl)-1H-imidazol-4-yl)biphenyl-4-yl)-1H-imidazol-2-yl)octahydro-1H-indole-1-carboxylate), O (water). The solvent is CO (methanol). Run at temperature 50 celsius, time 5 hour. The product is C12N[C@@H](C(CC1)C2)C=2NC=C(N2)C2=CC=C(C=C2)C2=CC=C(C=C2)C=2N=C(NC2)[C@H]2NC1CCCCC1C2 ((2S)-2-(4-(4′-(2-((3S)-2-azabicyclo[2.2.1]heptan-3-yl)-1H-imidazol-4-yl)biphenyl-4-yl)-1H-imidazol-2-yl)octahydro-1H-indole). RXN SMILES: C(OC([N:8]1[C@H:13]([C:14]2[NH:15][CH:16]=[C:17]([C:19]3[CH:24]=[CH:23][C:22]([C:25]4[CH:30]=[CH:29][C:28]([C:31]5[N:32]=[C:33]([C@@H:36]6[CH2:44][CH:43]7[CH:38]([CH2:39][CH2:40][CH2:41][CH2:42]7)[N:37]6C(OC(C)(C)C)=O)[NH:34][CH:35]=5)=[CH:27][CH:26]=4)=[CH:21][CH:20]=3)[N:18]=2)[CH:12]2[CH2:52][CH:9]1[CH2:10][CH2:11]2)=O)(C)(C)C.O>CO>[CH:9]12[CH2:52][CH:12]([CH2:11][CH2:10]1)[C@@H:13]([C:14]1[NH:15][CH:16]=[C:17]([C:19]3[CH:20]=[CH:21][C:22]([C:25]4[CH:26]=[CH:27][C:28]([C:31]5[N:32]=[C:33]([C@@H:36]6[CH2:44][CH:43]7[CH:38]([CH2:39][CH2:40][CH2:41][CH2:42]7)[NH:37]6)[NH:34][CH:35]=5)=[CH:29][CH:30]=4)=[CH:23][CH:24]=3)[N:18]=1)[NH:8]2. Reported procedure: Compound 8 were taken in 9 ml methanol; 1 ml Conc. HCL and 0.2 ml water was added. Resulting reaction was stirred for 5 h at 50° C. (oil bath temp) completed, after completion of the reaction monitor by HPLC. The resulting slurry was cooled to RT and held with agitation for about 1H. Filtration of the slurry afforded a solid; washed with 15 ml acetone dried directly used in the next reaction.